This data is from the Open Reaction Database (ORD), a public repository of structured organic reaction records. The task is: describe an organic reaction: reactants, conditions, products, and yield Yields the product COc1cc2c(c(O)c1Br)C(=O)CC1CCN(C)CC21. Reactants: BrB(Br)Br, COc1cc2c(c(OC)c1Br)C(=O)CC1CCN(C)CC21, ClCCl, Cl. As a reaction SMILES: [B:23]([Br:24])([Br:25])[Br:26].[Br:2][c:3]1[c:4]([O:21][CH3:22])[cH:5][c:6]2[c:7]([c:18]1[O:19][CH3:20])[C:8](=[O:17])[CH2:9][CH:10]1[CH2:11][CH2:12][N:13]([CH3:16])[CH2:14][CH:15]21.[CH2:27]([Cl:28])[Cl:29].[ClH:1]>>[Br:2][c:3]1[c:4]([O:21][CH3:22])[cH:5][c:6]2[c:7]([c:18]1[OH:19])[C:8](=[O:17])[CH2:9][CH:10]1[CH2:11][CH2:12][N:13]([CH3:16])[CH2:14][CH:15]21. Reactants: NC=1C=CC(=C(C(=O)NC(C)C)C1)F (5-amino-2-fluoro-N-isopropyl-benzamide), C(C1=CC=CC=C1)=O (benzaldehyde). Yields the product C(C1=CC=CC=C1)NC=1C=CC(=C(C(=O)NC(C)C)C1)F (5-Benzylamino-2-fluoro-N-isopropyl-benzamide). RXN SMILES: [NH2:1][C:2]1[CH:3]=[CH:4][C:5]([F:14])=[C:6]([CH:13]=1)[C:7]([NH:9][CH:10]([CH3:12])[CH3:11])=[O:8].[CH:15](=O)[C:16]1[CH:21]=[CH:20][CH:19]=[CH:18][CH:17]=1>>[CH2:15]([NH:1][C:2]1[CH:3]=[CH:4][C:5]([F:14])=[C:6]([CH:13]=1)[C:7]([NH:9][CH:10]([CH3:11])[CH3:12])=[O:8])[C:16]1[CH:21]=[CH:20][CH:19]=[CH:18][CH:17]=1. Reported procedure: 5-Benzylamino-2-fluoro-N-isopropyl-benzamide was synthesized from 5-amino-2-fluoro-N-isopropyl-benzamide and benzaldehyde according to the method described in Example 1 Starting materials: mixed solution, Cl (hydrochloric acid), NC1=C(C=C(C(=N1)N1C=C(C(C2=CC(=C(C(=C12)Cl)F)F)=O)C(=O)OCC)F)Cl (ethyl 1-(6-amino-5-chloro-3-fluoropyridine-2-yl)-8-chloro-6,7-difluoro-4-oxo-1,4-dihydroquinoline-3-carboxylate). The solvent is C(C)(=O)O (acetic acid). Product: NC1=C(C=C(C(=N1)N1C=C(C(C2=CC(=C(C(=C12)Cl)F)F)=O)C(=O)O)F)Cl (1-(6-amino-5-chloro-3-fluoropyridine-2-yl)-8-chloro-6,7-difluoro-4-oxo-1,4-dihydroquinoline-3-carboxylic acid). Isolated yield 93.3%. RXN SMILES: Cl.[NH2:2][C:3]1[N:8]=[C:7]([N:9]2[C:18]3[C:13](=[CH:14][C:15]([F:21])=[C:16]([F:20])[C:17]=3[Cl:19])[C:12](=[O:22])[C:11]([C:23]([O:25]CC)=[O:24])=[CH:10]2)[C:6]([F:28])=[CH:5][C:4]=1[Cl:29]>C(O)(=O)C>[NH2:2][C:3]1[N:8]=[C:7]([N:9]2[C:18]3[C:13](=[CH:14][C:15]([F:21])=[C:16]([F:20])[C:17]=3[Cl:19])[C:12](=[O:22])[C:11]([C:23]([OH:25])=[O:24])=[CH:10]2)[C:6]([F:28])=[CH:5][C:4]=1[Cl:29]. Procedure: To 2 ml of the mixed solution of 4N hydrochloric acid and acetic acid (1:1) was added 430 mg of ethyl 1-(6-amino-5-chloro-3-fluoropyridine-2-yl)-8-chloro-6,7-difluoro-4-oxo-1,4-dihydroquinoline-3-carboxylate, and the mixture was heated under reflux for 6 hours with stirring and allowed to cool. The precipitate was collected by filtration, and washed with ethanol and diisopropylether successively to obtain 375 mg of the title compound as a colorless powder. Reported procedure: A mixture containing 17.1 g (0.05 mol) of methyl 2-[4-(5-trifluoromethyl-2-pyridyloxy)-phenoxy]-propionate and 7.3 g (0.1 mol) of n-butylamine is heated at 80°-85° C. for 6 hours while stirring, then cooled and diluted with 50 ml of benzene. The benzene solution is shaken with 5% aqueous hydrochloric acid solution and then washed with water to acid-free. After separation the organic phase is dried over anhydrous sodium sulfate and evaporated to dryness. The crude product can be recrystallized fr... Run in C1=CC=CC=C1 (benzene), C1=CC=CC=C1 (benzene). RXN SMILES: [F:1][C:2]([F:24])([F:23])[C:3]1[CH:4]=[CH:5][C:6]([O:9][C:10]2[CH:22]=[CH:21][C:13]([O:14][CH:15]([CH3:20])[C:16](OC)=[O:17])=[CH:12][CH:11]=2)=[N:7][CH:8]=1.[CH2:25]([NH2:29])[CH2:26][CH2:27][CH3:28].Cl>C1C=CC=CC=1>[CH2:25]([NH:29][C:16](=[O:17])[CH:15]([O:14][C:13]1[CH:12]=[CH:11][C:10]([O:9][C:6]2[CH:5]=[CH:4][C:3]([C:2]([F:1])([F:23])[F:24])=[CH:8][N:7]=2)=[CH:22][CH:21]=1)[CH3:20])[CH2:26][CH2:27][CH3:28]. Product: C(CCC)NC(C(C)OC1=CC=C(C=C1)OC1=NC=C(C=C1)C(F)(F)F)=O (N-(n-butyl)-2-[4-(5-trifloromethyl-2-pyridyloxy)phenoxy]-propionic acid amide). Starting materials: Cl (hydrochloric acid), FC(C=1C=CC(=NC1)OC1=CC=C(OC(C(=O)OC)C)C=C1)(F)F (methyl 2-[4-(5-trifluoromethyl-2-pyridyloxy)-phenoxy]-propionate), C(CCC)N (n-butylamine). RXN SMILES: [BH4-:23].[CH3:25][OH:26].[CH3:27][CH:28]([CH3:29])[O-:30].[CH3:32][CH:33]([CH3:34])[O-:35].[CH3:36][CH:37]([CH3:38])[O-:39].[CH3:40][CH:41]([CH3:42])[O-:43].[F:13][c:14]1[cH:15][c:16]([C:20]([CH3:21])=[O:22])[cH:17][cH:18][cH:19]1.[NH2:1][CH2:2][CH2:3][CH2:4][NH:5][C:6]([O:7][C:8]([CH3:9])([CH3:10])[CH3:11])=[O:12].[Na+:24].[Ti+4:31]>>[NH:1]([CH2:2][CH2:3][CH2:4][NH:5][C:6]([O:7][C:8]([CH3:9])([CH3:10])[CH3:11])=[O:12])[CH:20]([c:16]1[cH:15][c:14]([F:13])[cH:19][cH:18][cH:17]1)[CH3:21]. Starting materials: [BH4-], CO, CC(C)[O-], CC(C)[O-], CC(C)[O-], CC(C)[O-], CC(=O)c1cccc(F)c1, CC(C)(C)OC(=O)NCCCN, [Na+], [Ti+4]. The product is CC(NCCCNC(=O)OC(C)(C)C)c1cccc(F)c1. The reactants are O (water), C(C)(C)(C)C1=C(C(=C(C(=C1)C)CC(=O)O)C)O (4-tert.-Butyl- 2,6-dimethyl-3-hydroxyphenylacetic acid), C(CCCCCCCCCCCCCCCCC)O (n-octadecanol), O.C1(=CC=C(C=C1)S(=O)(=O)O)C (p-toluene sulfonic acid monohydrate). Run in C1(=CC=CC=C1)C (toluene). The product is C(C)(C)(C)C1=C(C(=C(C(=C1)C)CC(=O)OCCCCCCCCCCCCCCCCCC)C)O (n-Octadecyl 4-tert.-butyl-2,6-dimethyl-3-hydroxyphenylacetate). Reaction SMILES: [C:1]([C:5]1[CH:10]=[C:9]([CH3:11])[C:8]([CH2:12][C:13]([OH:15])=[O:14])=[C:7]([CH3:16])[C:6]=1[OH:17])([CH3:4])([CH3:3])[CH3:2].[CH2:18](O)[CH2:19][CH2:20][CH2:21][CH2:22][CH2:23][CH2:24][CH2:25][CH2:26][CH2:27][CH2:28][CH2:29][CH2:30][CH2:31][CH2:32][CH2:33][CH2:34][CH3:35].O.C1(C)C=CC(S(O)(=O)=O)=CC=1.O>C1(C)C=CC=CC=1>[C:1]([C:5]1[CH:10]=[C:9]([CH3:11])[C:8]([CH2:12][C:13]([O:15][CH2:35][CH2:34][CH2:33][CH2:32][CH2:31][CH2:30][CH2:29][CH2:28][CH2:27][CH2:26][CH2:25][CH2:24][CH2:23][CH2:22][CH2:21][CH2:20][CH2:19][CH3:18])=[O:14])=[C:7]([CH3:16])[C:6]=1[OH:17])([CH3:4])([CH3:3])[CH3:2] |f:2.3|. Reported procedure: 10.68 grams of the compound of Example 5, 11.4 grams of n-octadecanol and 0.8 grams of p-toluene sulfonic acid monohydrate were dispersed in 150 ml of toluene and heated at reflux for seven hours during which the water collected by azeotropic distillation was almost equal to the theory. The reaction mixture was successively washed with water, aqueous saturated sodium bicarbonate solution, and then with water once again until the wash water was neutral. After drying over anhydrous sodium sulfate ... Procedure details: Into a 1 L 3-necked round-bottomed flask equipted with a reflux condenser, nitrogen inlet, magnetic stirring bar and a heating mantle was place 4.63 g (0.122 mol) of LiAlH4, and 600 mL of dry tetrahydrofuran (THF) (distilled from benzophenone ketyl). To this was added 18.31 g (0.0489 mol) of 3,7-dibromodibenzothiophene-5,5-dioxide. The mixture was stirred overnight at room temperature, then refluxed for 1 hour. To the cooled mixture was added 5 mL H2O, 5 mL of 15% NaOH, followed by 15 mL of wate... Yield: 31.1%. Yields the product BrC=1C=CC2=C(SC3=C2C=CC(=C3)Br)C1 (3,7-dibromodibenzothiophene). Run at time 8 hour. RXN SMILES: [H-].[H-].[H-].[H-].[Li+].[Al+3].O1CCCC1.[Br:12][C:13]1[CH:14]=[CH:15][C:16]2[C:20]3[CH:21]=[CH:22][C:23]([Br:25])=[CH:24][C:19]=3[S:18](=O)(=O)[C:17]=2[CH:28]=1.[OH-].[Na+]>C(O)C.O>[Br:25][C:23]1[CH:22]=[CH:21][C:20]2[C:16]3[CH:15]=[CH:14][C:13]([Br:12])=[CH:28][C:17]=3[S:18][C:19]=2[CH:24]=1 |f:0.1.2.3.4.5,8.9|. Reactants: [OH-].[Na+] (NaOH), [H-].[H-].[H-].[H-].[Li+].[Al+3] (LiAlH4), O1CCCC1 (tetrahydrofuran), BrC=1C=CC2=C(S(C3=C2C=CC(=C3)Br)(=O)=O)C1 (3,7-dibromodibenzothiophene-5,5-dioxide). Solvent: O (H2O), C(C)O (ethanol), O (water).